From a dataset of the Open Reaction Database (ORD), a public repository of structured organic reaction records. describe an organic reaction: reactants, conditions, products, and yield The reactants are CCCCCCCCCC(=O)Nc1ccc(C(=O)OCC)cc1, CCO, Cl, [Na+], [OH-], O. Yields the product CCCCCCCCCC(=O)Nc1ccc(C(=O)O)cc1. RXN SMILES: [CH2:1]([CH3:2])[O:3][C:4]([c:5]1[cH:6][cH:7][c:8]([NH:11][C:12]([CH2:13][CH2:14][CH2:15][CH2:16][CH2:17][CH2:18][CH2:19][CH2:20][CH3:21])=[O:22])[cH:9][cH:10]1)=[O:23].[CH3:27][CH2:28][OH:29].[ClH:26].[Na+:25].[OH-:24].[OH2:30]>>[O:3]=[C:4]([c:5]1[cH:6][cH:7][c:8]([NH:11][C:12]([CH2:13][CH2:14][CH2:15][CH2:16][CH2:17][CH2:18][CH2:19][CH2:20][CH3:21])=[O:22])[cH:9][cH:10]1)[OH:23]. The reactants are C(C=C)ONC(CC)=C1C(C2CCCCC2CC1=O)=O (2-(1-allyloxyaminopropylidene)decaline-1,3-dione), [OH-].[Na+] (sodium hydroxide), ice water, C(C1=CC=CC=C1)(=O)Cl (benzoylchloride). Solvent: CC(=O)C (acetone), O (water). Conditions: time 5 hour. Yields the product C(C=C)ON=C(CC)C1=C(CC2CCCCC2C1=O)OC(C1=CC=CC=C1)=O (7-(N-allyloxypropionimidoyl)-6-benzoyloxy-1,2,3,4,5,8,4a,8a-octahydronaphthalene-8-one). As a reaction SMILES: [CH2:1]([O:4][NH:5][C:6](=[C:9]1[C:18](=[O:19])[CH2:17][CH:16]2[CH:11]([CH2:12][CH2:13][CH2:14][CH2:15]2)[C:10]1=[O:20])[CH2:7][CH3:8])[CH:2]=[CH2:3].[OH-].[Na+].[C:23](Cl)(=[O:30])[C:24]1[CH:29]=[CH:28][CH:27]=[CH:26][CH:25]=1>CC(C)=O.O>[CH2:1]([O:4][N:5]=[C:6]([C:9]1[C:10](=[O:20])[CH:11]2[CH:16]([CH2:15][CH2:14][CH2:13][CH2:12]2)[CH2:17][C:18]=1[O:19][C:23](=[O:30])[C:24]1[CH:29]=[CH:28][CH:27]=[CH:26][CH:25]=1)[CH2:7][CH3:8])[CH:2]=[CH2:3] |f:1.2|. Reported procedure: To a solution of 2-(1-allyloxyaminopropylidene)decaline-1,3-dione (2 g) in acetone (30 ml), sodium hydroxide (0.2 g) in water (1 ml) was added at room temperature and then benzoylchloride (0.7 g) was added. After stirring for 5 hours, the reaction mixture was poured into ice-water and extracted with chloroform. The extract was washed with one normal sodium hydroxide and dried over magnesium sulfate. The solvent was removed in vacuo and an oily substance (1.8 g) was obtained. The reactants are ClCCl, C[Si](C)(C)N=[N+]=[N-], O=C(Cl)C(=O)Cl, CSc1ccc(C=C2C(C)=C(CC(=O)O)c3cc(F)ccc32)cc1, CN(C)C=O. Yields the product CSc1ccc(C=C2C(C)=C(CN=C=O)c3cc(F)ccc32)cc1. Reaction SMILES: [CH2:43]([Cl:44])[Cl:45].[CH3:36][Si:37]([N:38]=[N+:39]=[N-:40])([CH3:41])[CH3:42].[Cl:25][C:26]([C:27]([Cl:28])=[O:29])=[O:30].[F:1][c:2]1[cH:3][c:4]2[c:8]([cH:9][cH:10]1)[C:7](=[CH:11][c:12]1[cH:13][cH:14][c:15]([S:18][CH3:19])[cH:16][cH:17]1)[C:6]([CH3:20])=[C:5]2[CH2:21][C:22]([OH:23])=[O:24].[O:31]=[CH:32][N:33]([CH3:34])[CH3:35]>>[F:1][c:2]1[cH:3][c:4]2[c:8]([cH:9][cH:10]1)[C:7](=[CH:11][c:12]1[cH:13][cH:14][c:15]([S:18][CH3:19])[cH:16][cH:17]1)[C:6]([CH3:20])=[C:5]2[CH2:21][N:33]=[C:32]=[O:31]. Reactants: O=C([O-])[O-], CN(C)Cc1ccccc1, CC#N, ClCc1ccccc1, [I-], [K+], [K+], [Na+], O=C(O)c1ccc(O)cc1, O=C(O)c1ccc(OCc2ccccc2)cc1. Yields the product O=C(OCc1ccccc1)c1ccc(OCc2ccccc2)cc1. RXN SMILES: [C:46](=[O:47])([O-:48])[O-:49].[CH2:18]([c:19]1[cH:20][cH:21][cH:22][cH:23][cH:24]1)[N:25]([CH3:26])[CH3:27].[CH3:54][C:55]#[N:56].[Cl:38][CH2:39][c:40]1[cH:41][cH:42][cH:43][cH:44][cH:45]1.[I-:53].[K+:50].[K+:51].[Na+:52].[OH:28][C:29]([c:30]1[cH:31][cH:32][c:33]([OH:34])[cH:35][cH:36]1)=[O:37].[c:1]1([CH2:7][O:8][c:9]2[cH:10][cH:11][c:12]([C:13](=[O:14])[OH:15])[cH:16][cH:17]2)[cH:2][cH:3][cH:4][cH:5][cH:6]1>>[c:1]1([CH2:7][O:8][c:9]2[cH:10][cH:11][c:12]([C:13](=[O:14])[O:15][CH2:18][c:19]3[cH:20][cH:21][cH:22][cH:23][cH:24]3)[cH:16][cH:17]2)[cH:2][cH:3][cH:4][cH:5][cH:6]1. Reactants: CC\1CC(CCC(/C=C/CCCCCC/C=C1)C)=O (3,14-dimethylcyclohexadeca-4E,12E-dien-one), C(C)(=O)OCC (ethyl acetate), [H][H] (hydrogen). The reagents and catalysts are [Pd] (palladium-on-carbon). The solvent is C(C)O (ethanol). Conditions: time 2 hour. Yields the product CC1CC(CCC(CCCCCCCCCC1)C)=O (3,14-dimethylcyclohexadecan-1-one). Yield: 100.4%. Reaction SMILES: [CH3:1][CH:2]1[CH2:3][C:4](=[O:19])[CH2:5][CH2:6][CH:7]([CH3:18])[CH:8]=[CH:9][CH2:10][CH2:11][CH2:12][CH2:13][CH2:14][CH2:15][CH:16]=[CH:17]1.C(OCC)(=O)C.[H][H]>[Pd].C(O)C>[CH3:1][CH:2]1[CH2:17][CH2:16][CH2:15][CH2:14][CH2:13][CH2:12][CH2:11][CH2:10][CH2:9][CH2:8][CH:7]([CH3:18])[CH2:6][CH2:5][C:4](=[O:19])[CH2:3]1. Procedure: A Parr bottle was charged with 3,14-dimethylcyclohexadeca-4E,12E-dien-one (0.203 g, 0.77 mmole), ethyl acetate (36 ml), ethanol (4 ml) and 5% palladium-on-carbon (0.050 g). The vessel was pressurized to 43 psi with hydrogen gas and the solution was shaken vigorously for 2 hours. The pressure was brought down to atmospheric pressure and the reaction mixture was filtered through a pad of Celite and the solvents were removed by distillation under reduced pressure to afford 3,14-dimethylcyclohexadec... The reactants are CC1(OCC(O1)CNS(=O)(=O)C1=CC=C(S1)C1=C(N=C(S1)NC(C)=O)C)C (N-[5-(5-{[(2,2-dimethyl-1,3-dioxolan-4-yl)methyl]aminosulfonyl}-2-thienyl)-4-methyl-1,3-thiazol-2-yl]acetamide), FC(C(=O)O)(F)F (Trifluoroacetic acid). Run in C(Cl)Cl (DCM). Run at time 30 minute. Yields the product OC(CNS(=O)(=O)C1=CC=C(S1)C1=C(N=C(S1)NC(C)=O)C)CO (N-(5-{5-[(2,3-dihydroxypropylamino)sulfonyl]-2-thienyl}-4-methyl-1,3-thiazol-2-yl)acetamide). Reaction SMILES: CC1(C)[O:6][CH:5]([CH2:7][NH:8][S:9]([C:12]2[S:16][C:15]([C:17]3[S:21][C:20]([NH:22][C:23](=[O:25])[CH3:24])=[N:19][C:18]=3[CH3:26])=[CH:14][CH:13]=2)(=[O:11])=[O:10])[CH2:4][O:3]1.FC(F)(F)C(O)=O>C(Cl)Cl>[OH:6][CH:5]([CH2:4][OH:3])[CH2:7][NH:8][S:9]([C:12]1[S:16][C:15]([C:17]2[S:21][C:20]([NH:22][C:23](=[O:25])[CH3:24])=[N:19][C:18]=2[CH3:26])=[CH:14][CH:13]=1)(=[O:11])=[O:10]. Procedure details: N-[5-(5-{[(2,2-dimethyl-1,3-dioxolan-4-yl)methyl]aminosulfonyl}-2-thienyl)-4-methyl-1,3-thiazol-2-yl]acetamide (14) (48 mg; 0.11 mmol; 1 eq), is dissolved in DCM (5 ml). Trifluoroacetic acid (0.2 ml) is added and reaction mixture stirred at room temperature for 30 minutes. The solvents are evaporated and the crude product purified directly by preparative HPLC, affording Compound (17) as a white-off solid (7 mg; 16%). M− (ESI): 390.2; M+ (ESI): 392.2. HPLC (method A), Rt: 2.13 min (purity: 83.5%)... Reactants: O=C([O-])[O-], Cc1ccc(C)c(CC(=O)Cl)c1, CC#N, COC(=O)C1(N)CCN(OC)CC1, Cl, [K+], [K+], O. Yields the product COC(=O)C1(NC(=O)Cc2cc(C)ccc2C)CCN(OC)CC1. Reaction SMILES: [C:1](=[O:2])([O-:3])[O-:4].[CH3:21][c:22]1[c:23]([CH2:29][C:30](=[O:31])[Cl:32])[cH:24][c:25]([CH3:28])[cH:26][cH:27]1.[CH3:34][C:35]#[N:36].[CH3:8][O:9][C:10](=[O:11])[C:12]1([NH2:20])[CH2:13][CH2:14][N:15]([O:18][CH3:19])[CH2:16][CH2:17]1.[ClH:7].[K+:5].[K+:6].[OH2:33]>>[CH3:8][O:9][C:10](=[O:11])[C:12]1([NH:20][C:30]([CH2:29][c:23]2[c:22]([CH3:21])[cH:27][cH:26][c:25]([CH3:28])[cH:24]2)=[O:31])[CH2:13][CH2:14][N:15]([O:18][CH3:19])[CH2:16][CH2:17]1. Starting materials: CCCc1nc(CC)n(-c2ccc(O)cc2)c(=O)c1Cc1ccc(-c2ccccc2C#N)cc1, CCOC(C)=O, CC(C)OC(=O)N=NC(=O)OC(C)C, C1CCOC1, O, CCOC(=O)C1CCC(O)CC1, c1ccc(P(c2ccccc2)c2ccccc2)cc1. Yields the product CCCc1nc(CC)n(-c2ccc(OC3CCC(C(=O)OCC)CC3)cc2)c(=O)c1Cc1ccc(-c2ccccc2C#N)cc1. Reaction SMILES: [CH2:1]([CH3:2])[c:3]1[n:4](-[c:28]2[cH:29][cH:30][c:31]([OH:34])[cH:32][cH:33]2)[c:5](=[O:27])[c:6]([CH2:12][c:13]2[cH:14][cH:15][c:16](-[c:19]3[c:20]([C:25]#[N:26])[cH:21][cH:22][cH:23][cH:24]3)[cH:17][cH:18]2)[c:7]([CH2:9][CH2:10][CH3:11])[n:8]1.[CH3:86][CH2:87][O:88][C:89](=[O:90])[CH3:91].[O:66]=[C:67]([O:68][CH:69]([CH3:70])[CH3:71])[N:72]=[N:73][C:74]([O:75][CH:76]([CH3:77])[CH3:78])=[O:79].[O:80]1[CH2:81][CH2:82][CH2:83][CH2:84]1.[OH2:85].[OH:35][CH:36]1[CH2:37][CH2:38][CH:39]([C:42](=[O:43])[O:44][CH2:45][CH3:46])[CH2:40][CH2:41]1.[c:47]1([P:48]([c:49]2[cH:50][cH:51][cH:52][cH:53][cH:54]2)[c:55]2[cH:56][cH:57][cH:58][cH:59][cH:60]2)[cH:61][cH:62][cH:63][cH:64][cH:65]1>>[CH2:1]([CH3:2])[c:3]1[n:4](-[c:28]2[cH:29][cH:30][c:31]([O:34][CH:36]3[CH2:37][CH2:38][CH:39]([C:42](=[O:43])[O:44][CH2:45][CH3:46])[CH2:40][CH2:41]3)[cH:32][cH:33]2)[c:5](=[O:27])[c:6]([CH2:12][c:13]2[cH:14][cH:15][c:16](-[c:19]3[c:20]([C:25]#[N:26])[cH:21][cH:22][cH:23][cH:24]3)[cH:17][cH:18]2)[c:7]([CH2:9][CH2:10][CH3:11])[n:8]1.